Dataset: the Open Reaction Database (ORD), a public repository of structured organic reaction records. Task: describe an organic reaction: reactants, conditions, products, and yield Starting materials: Cl.ClCC1=NC=CC(=C1C)OCCCOC (2-chloromethyl-4-(3-methoxypropoxy)-3-methylpyridine hydrochloride), SC=1SC2=C(N1)C=CC=C2 (2-mercaptobenzothiazole), [OH-].[Na+] (sodium hydroxide). Solvent: C(C)O (ethanol). Reaction conditions: time 6 hour. The product is COCCCOC1=C(C(=NC=C1)CSC=1SC2=C(N1)C=CC=C2)C (2-{4-(3-Methoxypropoxy)-3-Methylpyridine-2-Yl}Methylthio-Benzothiazole). Isolated yield 78.9%. RXN SMILES: Cl.Cl[CH2:3][C:4]1[C:9]([CH3:10])=[C:8]([O:11][CH2:12][CH2:13][CH2:14][O:15][CH3:16])[CH:7]=[CH:6][N:5]=1.[SH:17][C:18]1[S:19][C:20]2[CH:26]=[CH:25][CH:24]=[CH:23][C:21]=2[N:22]=1.[OH-].[Na+]>C(O)C>[CH3:16][O:15][CH2:14][CH2:13][CH2:12][O:11][C:8]1[CH:7]=[CH:6][N:5]=[C:4]([CH2:3][S:17][C:18]2[S:19][C:20]3[CH:26]=[CH:25][CH:24]=[CH:23][C:21]=3[N:22]=2)[C:9]=1[CH3:10] |f:0.1,3.4|. Procedure: A mixture comprising 0.8 g of 2-chloromethyl-4-(3-methoxypropoxy)-3-methylpyridine hydrochloride, 0.5 g of 2-mercaptobenzothiazole, 0.36 g of sodium hydroxide and 30 ml of ethanol was stirred at a room temperature for 6 hours and distilled under a reduced pressure to remove the ethanol. The residue was purified by silica gel column chromatography to obtain 0.85 g of the title compound as a pale yellow crystal. Reaction SMILES: [CH2:1]([NH:3][C:4](=[O:12])[C:5]1[CH:10]=[CH:9][CH:8]=[CH:7][C:6]=1[Cl:11])[CH3:2].[CH3:13][Si:14](Cl)([CH3:16])[CH3:15]>>[Cl:11][C:6]1[CH:7]=[CH:8][CH:9]=[C:10]([Si:14]([CH3:16])([CH3:15])[CH3:13])[C:5]=1[C:4]([NH:3][CH2:1][CH3:2])=[O:12]. Yields the product ClC1=C(C(=O)NCC)C(=CC=C1)[Si](C)(C)C (2-Chloro-N-ethyl-6-(trimethylsilyl)benzamide). Reported procedure: The compound of Example f (2.2 g, 0.012 mol) was reacted with TMSCl (3.91 g, 0.036 mol) using General Method A. The title compound was recrystallized from ether/hexanes as a solid. m.p. 105-107° C. Reactants: C(C)NC(C1=C(C=CC=C1)Cl)=O (N-Ethyl-2-chlorobenzamide), C[Si](C)(C)Cl (TMSCl). The reactants are CC(=O)C (Acetone), [H][H] (hydrogen), resultant mixture, [H][H] (hydrogen), CC(=O)C (Acetone), C(C)(C)(C)OC(=O)N1CCNCC1 (piperazine-1-carboxylic acid tert-butyl ester). The reagents and catalysts are [C].[Pd] (palladium-carbon). Solvent: CO (methanol). The product is C(C)(C)(C)OC(=O)N1CCN(CC1)C(C)C (1-Isopropylpiperazine-4-carboxylic acid tert-butyl ester), product. Isolated yield 98.0%. RXN SMILES: [CH3:1][C:2]([CH3:4])=O.[C:5]([O:9][C:10]([N:12]1[CH2:17][CH2:16][NH:15][CH2:14][CH2:13]1)=[O:11])([CH3:8])([CH3:7])[CH3:6].[H][H]>CO.[C].[Pd]>[C:5]([O:9][C:10]([N:12]1[CH2:17][CH2:16][N:15]([CH:2]([CH3:4])[CH3:1])[CH2:14][CH2:13]1)=[O:11])([CH3:8])([CH3:6])[CH3:7] |f:4.5|. Reported procedure: Acetone (1.47 mL) and 10% palladium-carbon (50% wet, 186 mg) were added to piperazine-1-carboxylic acid tert-butyl ester (1.862 g) in methanol (20 mL), and the resultant mixture was stirred in a hydrogen atmosphere at room temperature for 10 hours. Acetone (1.47 mL) was added thereto, and the mixture was stirred in a hydrogen atmosphere at room temperature for 36 hours. The catalyst was filtered off. The solvent was evaporated under reduced pressure, to thereby give the title compound as an oily... Reactants: COC(=O)C(Br)C(=O)OC, CC(N)C(=O)N1CCCC1C(=O)OC(C)(C)C, ClCCl. Product: COC(=O)C(NC(C)C(=O)N1CCCC1C(=O)OC(C)(C)C)C(=O)OC. RXN SMILES: [Br:1][CH:2]([C:3](=[O:4])[O:5][CH3:6])[C:7](=[O:8])[O:9][CH3:10].[C:11]([CH3:12])([CH3:13])([CH3:14])[O:15][C:16]([CH:17]1[N:18]([C:22]([CH:23]([NH2:24])[CH3:25])=[O:26])[CH2:19][CH2:20][CH2:21]1)=[O:27].[Cl:28][CH2:29][Cl:30]>>[CH:2]([C:3](=[O:4])[O:5][CH3:6])([C:7](=[O:8])[O:9][CH3:10])[NH:24][CH:23]([C:22]([N:18]1[CH:17]([C:16]([O:15][C:11]([CH3:12])([CH3:13])[CH3:14])=[O:27])[CH2:21][CH2:20][CH2:19]1)=[O:26])[CH3:25].